This data is from the Open Reaction Database (ORD), a public repository of structured organic reaction records. The task is: describe an organic reaction: reactants, conditions, products, and yield Reactants: COC=1C=C2C=CC(=NC2=C(C1)N1CCNCC1)C (4-(6-methoxy-2-methylquinolin-8-yl)piperazine), C(C1=CC=CC=C1)N1CCN(CC1)C=1C=C(C=C2C=C(C=NC12)C)OC (1-benzyl-4-(6-methoxy-3-methylquinolin-8-yl)piperazine), C(C1=CC=CC=C1)N1CCN(CC1)C=1C=C(C=C2C=CC(=NC12)C)OC (1-benzyl-4-(6-methoxy-2-methylquinolin-8-yl)piperazine). Yields the product COC=1C=C2C=C(C=NC2=C(C1)N1CCNCC1)C (4-(6-methoxy-3-methylquinolin-8-yl)piperazine). Reaction SMILES: COC1C=C2C(=C(N3CCNCC3)C=1)N=C(C)C=C2.C([N:27]1[CH2:32][CH2:31][N:30]([C:33]2[CH:34]=[C:35]([O:44][CH3:45])[CH:36]=[C:37]3[C:42]=2[N:41]=[CH:40][C:39]([CH3:43])=[CH:38]3)[CH2:29][CH2:28]1)C1C=CC=CC=1.C(N1CCN(C2C=C(OC)C=C3C=2N=C(C)C=C3)CC1)C1C=CC=CC=1>>[CH3:45][O:44][C:35]1[CH:36]=[C:37]2[C:42](=[C:33]([N:30]3[CH2:31][CH2:32][NH:27][CH2:28][CH2:29]3)[CH:34]=1)[N:41]=[CH:40][C:39]([CH3:43])=[CH:38]2. Reported procedure: The title compound was prepared by the same method used for the preparation of 4-(6-methoxy-2-methylquinolin-8-yl)piperazine, except 1-benzyl-4-(6-methoxy-3-methylquinolin-8-yl)piperazine (0.32 g, 0.92 mmol) was substituted for the 1-benzyl-4-(6-methoxy-2-methylquinolin-8-yl)piperazine. The title compound was isolated in nearly quantitative yield and used with purification in the subsequent reaction. As a reaction SMILES: C(OC([N:8]1[CH2:13][CH2:12][CH:11]([CH2:14][CH2:15][C:16]([F:25])([F:24])[C:17]2[CH:22]=[CH:21][C:20]([F:23])=[CH:19][CH:18]=2)[CH2:10][CH2:9]1)=O)(C)(C)C.I[Si](C)(C)C.C(=O)(O)[O-].[Na+].[OH-].[Na+]>C(Cl)(Cl)Cl.C1(C)C=CC=CC=1>[F:25][C:16]([F:24])([C:17]1[CH:18]=[CH:19][C:20]([F:23])=[CH:21][CH:22]=1)[CH2:15][CH2:14][CH:11]1[CH2:10][CH2:9][NH:8][CH2:13][CH2:12]1 |f:2.3,4.5|. The reactants are C(C)(C)(C)OC(=O)N1CCC(CC1)CCC(C1=CC=C(C=C1)F)(F)F (1-(t-Butoxycarbonyl)-4-(3,3-difluoro-3-(4-fluorophenyl)prop-1-yl)piperidine), C([O-])(O)=O.[Na+] (sodium bicarbonate), [OH-].[Na+] (NaOH), I[Si](C)(C)C (iodotrimethylsilane). Conditions: time 30 minute. Solvent: C1(=CC=CC=C1)C (toluene), C(Cl)(Cl)Cl (chloroform). Yields the product FC(CCC1CCNCC1)(C1=CC=C(C=C1)F)F (4-(3,3-Difluoro-3-(4-fluorophenyl)prop-1-yl)piperidine), colorless oil. Reported procedure: 1-(t-Butoxycarbonyl)-4-(3,3-difluoro-3-(4-fluorophenyl)prop-1-yl)piperidine from Step G (122 mg, 0.34 mmol) was dried by evaporation of a toluene solution at reduced pressure. The residue was dissolved in chloroform (7.6 mL) and iodotrimethylsilane (0.100 mL, 141 mg, 0.70 mmol) was added. After stirring 30 min at rt, the solution was poured into a mixture of saturated aqueous sodium bicarbonate (15 mL) and 2.5 N aq. NaOH (5 mL), and extracted with ether (50 mL). The organic layer was washed with... Starting materials: NC1=NNC(=C1)C(C)(C)C (3-Amino-5-t-butylpyrazole), C(CC)(=O)Cl (propionyl chloride). Run in O1CCOCC1 (dioxane). Yields the product C(C)(C)(C)C1=CC(=NN1)NC(CC)=O (5-t-butyl-3-propionylaminopyrazole). The yield is 80.5%. Reaction SMILES: [NH2:1][C:2]1[CH:6]=[C:5]([C:7]([CH3:10])([CH3:9])[CH3:8])[NH:4][N:3]=1.[C:11](Cl)(=[O:14])[CH2:12][CH3:13]>O1CCOCC1>[C:7]([C:5]1[NH:4][N:3]=[C:2]([NH:1][C:11](=[O:14])[CH2:12][CH3:13])[CH:6]=1)([CH3:10])([CH3:9])[CH3:8]. Procedure details: 20 g (0.14 mole) of 3-amino-5-t-butylpyrazole prepared in Example 1 was dissolved in 100 ml of dioxane, and 14 g of propionyl chloride was added thereto. The mixture was allowed to react at 80° C. for 5 hours. After completion of the reaction, the dioxane was distilled off under reduced pressure, and then water was added to the residue whereby the reaction product was dissolved therein. The resulting solution was neutralized with a 10% sodium hydroxide aqueous solution whereby crystals were prec... The reactants are C(C)OC(=O)C=1C=NC2=CC=C(C=C2C1OCC)C=O (6-formyl-4-ethoxy-quinoline-3-carboxylic acid ethyl ester), C1(=CC=CC=C1)[C@H]1[C@@H](C1)NC=1SCC(N1)=O (2-((1R,2S)-2-phenyl-cyclopropylamino)-thiazol-4-one). Product: C(C)OC(=O)C=1C=NC2=CC=C(C=C2C1OCC)\C=C/1\C(N=C(S1)N[C@H]1[C@@H](C1)C1=CC=CC=C1)=O (4-ethoxy-6-[4-oxo-2-((1R,2S)-2-phenyl-cyclopropylamino)-4H-thiazol-(5Z)-ylidenemethyl]-quinoline-3-carboxylic acid ethyl ester). RXN SMILES: [CH2:1]([O:3][C:4]([C:6]1[CH:7]=[N:8][C:9]2[C:14]([C:15]=1[O:16][CH2:17][CH3:18])=[CH:13][C:12]([CH:19]=O)=[CH:11][CH:10]=2)=[O:5])[CH3:2].[C:21]1([C@@H:27]2[CH2:29][C@H:28]2[NH:30][C:31]2[S:32][CH2:33][C:34](=[O:36])[N:35]=2)[CH:26]=[CH:25][CH:24]=[CH:23][CH:22]=1>>[CH2:1]([O:3][C:4]([C:6]1[CH:7]=[N:8][C:9]2[C:14]([C:15]=1[O:16][CH2:17][CH3:18])=[CH:13][C:12](/[CH:19]=[C:33]1/[C:34](=[O:36])[N:35]=[C:31]([NH:30][C@@H:28]3[CH2:29][C@H:27]3[C:21]3[CH:22]=[CH:23][CH:24]=[CH:25][CH:26]=3)[S:32]/1)=[CH:11][CH:10]=2)=[O:5])[CH3:2]. Procedure details: Similar procedure as described in example 1g was used, starting from 6-formyl-4-ethoxy-quinoline-3-carboxylic acid ethyl ester (example 9b) and 2-((1R,2S)-2-phenyl-cyclopropylamino)-thiazol-4-one (example 1f) to give 4-ethoxy-6-[4-oxo-2-((1R,2S)-2-phenyl-cyclopropylamino)-4H-thiazol-(5Z)-ylidenemethyl]-quinoline-3-carboxylic acid ethyl ester. LC-MS m/e 488 (MH+). Reactants: NC=1C=CC(=C(C1)[C@]1(N=C(OC[C@H]1F)N)C)F ((4R,5S)-4-(5-amino-2-fluoro-phenyl)-5-fluoro-4-methyl-5,6-dihydro-4H-[1,3]oxazin-2-ylamine), ClC=1C(=NC=C(C1)C#N)C(=O)O (3-chloro-5-cyano-pyridine-2-carboxylic acid). Product: NC=1OC[C@H]([C@@](N1)(C)C=1C=C(C=CC1F)NC(=O)C1=NC=C(C=C1Cl)C#N)F (3-Chloro-5-cyano-pyridine-2-carboxylic acid [3-((4R,5S)-2-amino-5-fluoro-4-methyl-5,6-dihydro-4H-[1,3]oxazin-4-yl)-4-fluoro-phenyl]-amide). Reaction SMILES: [NH2:1][C:2]1[CH:3]=[CH:4][C:5]([F:17])=[C:6]([C@:8]2([CH3:16])[C@H:13]([F:14])[CH2:12][O:11][C:10]([NH2:15])=[N:9]2)[CH:7]=1.[Cl:18][C:19]1[C:20]([C:27](O)=[O:28])=[N:21][CH:22]=[C:23]([C:25]#[N:26])[CH:24]=1>>[NH2:15][C:10]1[O:11][CH2:12][C@@H:13]([F:14])[C@:8]([C:6]2[CH:7]=[C:2]([NH:1][C:27]([C:20]3[C:19]([Cl:18])=[CH:24][C:23]([C:25]#[N:26])=[CH:22][N:21]=3)=[O:28])[CH:3]=[CH:4][C:5]=2[F:17])([CH3:16])[N:9]=1. Procedure: The condensation of (4R,5S)-4-(5-amino-2-fluoro-phenyl)-5-fluoro-4-methyl-5,6-dihydro-4H-[1,3]oxazin-2-ylamine (intermediate A8.1) and 3-chloro-5-cyano-pyridine-2-carboxylic acid following procedure I yielded the title compound as an off-white foam. MS (ISP): m/z=406.2 [M+H]+. Reactants: C1=CC=CC=2C3=CC=CC=C3C(C12)COC(=O)NC(CC(=O)O)C1=CC=C(C=C1)[N+](=O)[O-] (3-(9-fluorenylmethoxycarbonylamino)-3-(4-nitrophenyl)propanoic acid), C(C)(C)N=C=NC(C)C (1,3-diisopropylcarbodiimide). The reagents and catalysts are CN(C1=CC=NC=C1)C (4-dimethylaminopyridine). Solvent: CN(C)C=O (DMF), C(Cl)Cl (DCM). Conditions: time 24 hour. Product: C1=CC=CC=2C3=CC=CC=C3C(C12)COC(=O)NC(CC(=O)O)C1=CC=C(C=C1)N (3-(9-Fluorenylmethoxycarbonylamino)-3-(4-aminophenyl)propanoic acid). Reaction SMILES: [CH:1]1[C:13]2[CH:12]([CH2:14][O:15][C:16]([NH:18][CH:19]([C:24]3[CH:29]=[CH:28][C:27]([N+:30]([O-])=O)=[CH:26][CH:25]=3)[CH2:20][C:21]([OH:23])=[O:22])=[O:17])[C:11]3[C:6](=[CH:7][CH:8]=[CH:9][CH:10]=3)[C:5]=2[CH:4]=[CH:3][CH:2]=1.C(N=C=NC(C)C)(C)C>CN(C=O)C.C(Cl)Cl.CN(C)C1C=CN=CC=1>[CH:1]1[C:13]2[CH:12]([CH2:14][O:15][C:16]([NH:18][CH:19]([C:24]3[CH:29]=[CH:28][C:27]([NH2:30])=[CH:26][CH:25]=3)[CH2:20][C:21]([OH:23])=[O:22])=[O:17])[C:11]3[C:6](=[CH:7][CH:8]=[CH:9][CH:10]=3)[C:5]=2[CH:4]=[CH:3][CH:2]=1. Reported procedure: Wang resin (Advanced Chemtech, 2.5 g, 0.8 mmol/g, 2 mmol equivalent) in a mixture of DMF (20 ml) and DCM (20 ml) was treated with 3-(9-fluorenylmethoxycarbonylamino)-3-(4-nitrophenyl)propanoic acid (2.6 g, 6 mmol), 4-dimethylaminopyridine (244 mg, 2 mmol) and 1,3-diisopropylcarbodiimide (940 μl, 6 mmol) and the mixture agitated under nitrogen at room temperature for 24 h. The resin was filtered and washed with DMF and DCM. The resin was treated with a 1M solution of stannous chloride dihydrate i... Reactants: C(C)(C)(C)OC(=O)N1CC(CC1)NC(=O)C=1SC=CC1NC1=C2C(=NC=C1)NC=C2 (3-{[3-(1H-Pyrrolo[2,3-b]pyridin-4-ylamino)-thiophene-2-carbonyl]-amino}-pyrrolidine-1-carboxylic acid tert-butyl ester), NCCCCO (4-amino-1-butanol). Product: OCCCCNC(=O)C=1SC=CC1NC1=C2C(=NC=C1)NC=C2 (3-(1H-Pyrrolo[2,3-b]pyridin-4-ylamino)-thiophene-2-carboxylic acid (4-hydroxy-butyl)-amide). As a reaction SMILES: C(OC(N1[CH2:12][CH2:11][CH:10]([NH:13][C:14]([C:16]2[S:17][CH:18]=[CH:19][C:20]=2[NH:21][C:22]2[CH:27]=[CH:26][N:25]=[C:24]3[NH:28][CH:29]=[CH:30][C:23]=23)=[O:15])C1)=O)(C)(C)C.NCCC[CH2:35][OH:36]>>[OH:36][CH2:35][CH2:12][CH2:11][CH2:10][NH:13][C:14]([C:16]1[S:17][CH:18]=[CH:19][C:20]=1[NH:21][C:22]1[CH:27]=[CH:26][N:25]=[C:24]2[NH:28][CH:29]=[CH:30][C:23]=12)=[O:15]. Procedure: This compound was prepared in an analogous manner as 3-{[3-(1H-Pyrrolo[2,3-b]pyridin-4-ylamino)-thiophene-2-carbonyl]-amino}-pyrrolidine-1-carboxylic acid tert-butyl ester using 4-amino-1-butanol instead of 1-BOC-3-aminopyrrolidine. LCMS (ESI) 330 (M+H) 1H NMR (400 MHz, DMSO-d6) δ ppm 11.53 (1H, br. s.) 10.36 (1H, s) 8.10 (1H, t, J=5.66 Hz) 8.02 (1H, d, J=5.47 Hz) 7.77 (1H, d, J=5.27 Hz) 7.48 (1H, d, J=5.47 Hz) 7.31 (1H, dd, J=3.32, 2.54 Hz) 6.82 (1H, d, J=5.47 Hz) 6.43 (1H, dd, J=3.51, 1.76 Hz)...